The task is: describe an organic reaction: reactants, conditions, products, and yield. This data is from the Open Reaction Database (ORD), a public repository of structured organic reaction records. The reactants are Cl (HCl), IC=1C=C2C(CN(N3C2=C(C1)C(C(=C3)C(=O)OCC)=O)C)(C(=O)OC(C)(C)C)C(=O)OC(C)(C)C (3,3-di(tert-butyl) 8-ethyl 5-iodo-1-methyl-7-oxo-1,2-dihydro-3H,7H-pyrido[3,2,1-ij]cinnoline-3,3,8-tricarboxylate), Cl (HCl). The solvent is C(C)(=O)O (acetic acid), C(C)(=O)O (acetic acid). Run at temperature 110 celsius, time 2 hour. Product: IC=1C=C2CCN(N3C2=C(C1)C(C(=C3)C(=O)O)=O)C (5-Iodo-1-methyl-7-oxo-2,3-dihydro-1H,7H-pyrido[3,2,1-ij]cinnoline-8-carboxylic acid). Yield: 51.9%. RXN SMILES: Cl.[I:2][C:3]1[CH:4]=[C:5]2[C:10]3=[C:11]([C:13](=[O:21])[C:14]([C:16]([O:18]CC)=[O:17])=[CH:15][N:9]3[N:8]([CH3:22])[CH2:7][C:6]2(C(OC(C)(C)C)=O)C(OC(C)(C)C)=O)[CH:12]=1>C(O)(=O)C>[I:2][C:3]1[CH:4]=[C:5]2[C:10]3=[C:11]([C:13](=[O:21])[C:14]([C:16]([OH:18])=[O:17])=[CH:15][N:9]3[N:8]([CH3:22])[CH2:7][CH2:6]2)[CH:12]=1. Procedure: A mixture of acetic acid (1 mL), 6N HCl (1 mL), and 3,3-di(tert-butyl) 8-ethyl 5-iodo-1-methyl-7-oxo-1,2-dihydro-3H,7H-pyrido[3,2,1-ij]cinnoline-3,3,8-tricarboxylate (Preparation 38, 0.165 g) is heated in an oil bath at 110° C. for 1.5 h. Additional acetic acid (1 mL) and 6N HCl (1 mL) is added and heating continued for 2 h. The reaction vessel is purged with a strong nitrogen stream while heating in the oil bath at 115° C. until dry solid remains. Dimethylsulfoxide (2 mL) is then added and the ... Reactants: ClC1=CC(=C(N)C=C1)OC(F)(F)F (4-chloro-2-(trifluoromethoxy)aniline), II (iodine). The reagents and catalysts are S(=O)(=O)([O-])[O-].[Ag+2] (silver sulfate). Solvent: CCO (EtOH), CCO (EtOH). Run at temperature 50 celsius, time 24 hour. Yields the product ClC1=CC(=C(N)C(=C1)OC(F)(F)F)I (4-Chloro-2-iodo-6-(trifluoromethoxy)aniline). Yield: 100.9%. Reaction SMILES: [Cl:1][C:2]1[CH:8]=[CH:7][C:5]([NH2:6])=[C:4]([O:9][C:10]([F:13])([F:12])[F:11])[CH:3]=1.[I:14]I>CCO.S([O-])([O-])(=O)=O.[Ag+2]>[Cl:1][C:2]1[CH:3]=[C:4]([O:9][C:10]([F:11])([F:12])[F:13])[C:5]([NH2:6])=[C:7]([I:14])[CH:8]=1 |f:3.4|. Procedure details: To a stirred solution of 4-chloro-2-(trifluoromethoxy)aniline (1.0 g, 4.7 mmol) in EtOH (50 mL) at 50° C. was added a slurry of iodine (1.2 g, 9.6 mmol) and silver sulfate (2.6 g, 8.4 mmol) in EtOH (30 mL). The reaction mixture was stirred in darkness at 50° C. for 24 h, then cooled to r.t. and filtered through Celite®. The filtrate was concentrated in vacuo. Purification by column chromatography (SiO2, 0-55% ethyl acetate/hexanes) gave the title compound (1.6 g, quantitative) as a pale brown so... Starting materials: ClC1=CC=C(C=C1)C=C1CS(CC(C1=O)=CC1=CC=C(C=C1)Cl)(=O)=O (tetrahydro-3,5-bis-[(4-chlorophenyl)methylene]-4H-thiopyran-4-one-1,1-dioxide), C1(=CC=CC=C1)NN (phenyl hydrazine). Run in CO (methanol). Yields the product ClC1=CC=C(C=C1)C1C2C(=NN1C1=CC=CC=C1)C(CS(C2)(=O)=O)=CC2=CC=C(C=C2)Cl (3-(4-Chlorophenyl)-7-[(4-chlorophenyl)methylene]-2,3,3a,4,6,7-hexahydro-2-phenylthiopyrano[4,3-c]pyrazole-5,5-dioxide). The yield is 65.1%. RXN SMILES: [Cl:1][C:2]1[CH:7]=[CH:6][C:5]([CH:8]=[C:9]2[C:14](=O)[C:13](=[CH:16][C:17]3[CH:22]=[CH:21][C:20]([Cl:23])=[CH:19][CH:18]=3)[CH2:12][S:11](=[O:25])(=[O:24])[CH2:10]2)=[CH:4][CH:3]=1.[C:26]1([NH:32][NH2:33])[CH:31]=[CH:30][CH:29]=[CH:28][CH:27]=1>CO>[Cl:1][C:2]1[CH:7]=[CH:6][C:5]([CH:8]2[N:32]([C:26]3[CH:31]=[CH:30][CH:29]=[CH:28][CH:27]=3)[N:33]=[C:14]3[C:13](=[CH:16][C:17]4[CH:22]=[CH:21][C:20]([Cl:23])=[CH:19][CH:18]=4)[CH2:12][S:11](=[O:25])(=[O:24])[CH2:10][CH:9]23)=[CH:4][CH:3]=1. Procedure: A mixture of 2.0g of tetrahydro-3,5-bis-[(4-chlorophenyl)methylene]-4H-thiopyran-4-one-1,1-dioxide and 0.6g of phenyl hydrazine in 100ml of methanol is heated at reflux temperature for 2 hours and then cooled. The precipitate is collected by filtration and recrystallized from acetone/hexane to give 1.6g of the title compound, melting point 246.5°-249°C. The reactants are COc1ccc(C(=O)c2sc(Nc3ccc(OCCCNC(=O)OC(C)(C)C)cc3)nc2N)cc1F, ClCCl, O=C(O)C(F)(F)F. Product: COc1ccc(C(=O)c2sc(Nc3ccc(OCCCN)cc3)nc2N)cc1F. As a reaction SMILES: [C:1]([O:2][C:3](=[O:4])[NH:7][CH2:8][CH2:9][CH2:10][O:11][c:12]1[cH:13][cH:14][c:15]([NH:18][c:19]2[s:20][c:21]([C:25]([c:26]3[cH:27][c:28]([F:34])[c:29]([O:32][CH3:33])[cH:30][cH:31]3)=[O:35])[c:22]([NH2:24])[n:23]2)[cH:16][cH:17]1)([CH3:5])([CH3:6])[CH3:36].[Cl:44][CH2:45][Cl:46].[OH:37][C:38]([C:39]([F:40])([F:41])[F:42])=[O:43]>>[NH2:7][CH2:8][CH2:9][CH2:10][O:11][c:12]1[cH:13][cH:14][c:15]([NH:18][c:19]2[s:20][c:21]([C:25]([c:26]3[cH:27][c:28]([F:34])[c:29]([O:32][CH3:33])[cH:30][cH:31]3)=[O:35])[c:22]([NH2:24])[n:23]2)[cH:16][cH:17]1. The reactants are O=C(O)Cc1ccc2c(c1)OCO2, C#Cc1cccc(N)c1. The reagents and catalysts are C1CCC(CC1)N=C=NC2CCCCC2 (DCC), CN(C)C1=CC=NC=C1 (DMAP). Solvent: CN(C)C=O (DMF), CN(C)C=O (DMF), CN(C)C=O (DMF), CN(C)C=O (DMF), CN(C)C=O (DMF), CN(C)C=O (DMF). Reaction conditions: temperature 25 celsius, time 2 hour. Yields the product C#Cc1cccc(NC(=O)Cc2ccc3c(c2)OCO3)c1. The yield is 16.1%. RXN SMILES: C#Cc1cccc(N)c1.O=C(O)Cc1ccc2c(c1)OCO2.C1CCC(CC1)N=C=NC2CCCCC2.CN(C)C1=CC=NC=C1.CN(C)C=O>>C#Cc1cccc(NC(=O)Cc2ccc3c(c2)OCO3)c1. The reactants are O=C(Oc1cc(Cl)c(O)c(I)c1)c1ccccc1, OCCCOc1ccc(C(F)(F)F)cn1, CCOC(=O)N=NC(=O)OCC, C1CCOC1, c1ccc(P(c2ccccc2)c2ccccc2)cc1. Product: O=C(Oc1cc(Cl)c(OCCCOc2ccc(C(F)(F)F)cn2)c(I)c1)c1ccccc1. RXN SMILES: [C:1]([c:2]1[cH:3][cH:4][cH:5][cH:6][cH:7]1)(=[O:8])[O:9][c:10]1[cH:11][c:12]([Cl:18])[c:13]([OH:17])[c:14]([I:16])[cH:15]1.[F:19][C:20]([c:21]1[cH:22][cH:23][c:24]([O:27][CH2:28][CH2:29][CH2:30][OH:31])[n:25][cH:26]1)([F:32])[F:33].[O:53]=[C:54]([O:55][CH2:56][CH3:57])[N:58]=[N:59][C:60]([O:61][CH2:62][CH3:63])=[O:64].[O:65]1[CH2:66][CH2:67][CH2:68][CH2:69]1.[c:34]1([P:35]([c:36]2[cH:37][cH:38][cH:39][cH:40][cH:41]2)[c:42]2[cH:43][cH:44][cH:45][cH:46][cH:47]2)[cH:48][cH:49][cH:50][cH:51][cH:52]1>>[C:1]([c:2]1[cH:3][cH:4][cH:5][cH:6][cH:7]1)(=[O:8])[O:9][c:10]1[cH:11][c:12]([Cl:18])[c:13]([O:17][CH2:30][CH2:29][CH2:28][O:27][c:24]2[cH:23][cH:22][c:21]([C:20]([F:19])([F:32])[F:33])[cH:26][n:25]2)[c:14]([I:16])[cH:15]1. Reactants: [Li]CCCC, Brc1ccc2c(c1)CCC(Cc1ccccc1)C2, CN(C)C=O, Cl, C1CCOC1. Product: O=Cc1ccc2c(c1)CCC(Cc1ccccc1)C2. As a reaction SMILES: [CH2:19]([Li:20])[CH2:21][CH2:22][CH3:23].[CH2:1]([c:2]1[cH:3][cH:4][cH:5][cH:6][cH:7]1)[CH:8]1[CH2:9][c:10]2[cH:11][cH:12][c:13]([Br:18])[cH:14][c:15]2[CH2:16][CH2:17]1.[CH3:24][N:25]([CH:26]=[O:27])[CH3:28].[ClH:29].[O:30]1[CH2:31][CH2:32][CH2:33][CH2:34]1>>[CH2:1]([c:2]1[cH:3][cH:4][cH:5][cH:6][cH:7]1)[CH:8]1[CH2:9][c:10]2[cH:11][cH:12][c:13]([CH:26]=[O:27])[cH:14][c:15]2[CH2:16][CH2:17]1. Starting materials: [N+](=[N-])=C (diazomethane), O=S1(NC(=NC2=C1C=CC=C2)CCl)=O (1,1-dioxo-3-(chloromethyl)-2H-benzo[e][1,2,4]thiadiazine), compound XVI. The product is O=S1(N(C(=NC2=C1C=CC=C2)CCl)C)=O (1,1-dioxo-3-(chloromethyl)-2-methyl-2H-benzo[e][1,2,4]thiadiazine). As a reaction SMILES: [N+:1](=[CH2:3])=[N-].[O:4]=[S:5]1(=[O:17])[C:10]2[CH:11]=[CH:12][CH:13]=[CH:14][C:9]=2[N:8]=[C:7]([CH2:15][Cl:16])N1>>[O:17]=[S:5]1(=[O:4])[C:10]2[CH:11]=[CH:12][CH:13]=[CH:14][C:9]=2[N:8]=[C:7]([CH2:15][Cl:16])[N:1]1[CH3:3]. Procedure details: The title compound is prepared by diazomethane methylation of 1,1-dioxo-3-(chloromethyl)-2H-benzo[e][1,2,4]thiadiazine (CAS#37162-65-5, Enamine #EN300-62803) by the method published in Farmaco, Edicione Scientifica 1966, 21, 430-442 (see compound XVI). Starting materials: C(C)(C)N1C(N([C@@H]2[C@@H]1CCCC2)C2CCN(CC2)C(=O)OC(C)(C)C)=O (Tert-butyl 4-[(3aS,7aS)-3-isopropyl-2-oxooctahydro-1H-benzimidazol-1-yl]piperidine-1-carboxylate), Cl (HCl). The solvent is CO (methanol). The product is C(C)(C)N1C(N([C@@H]2[C@@H]1CCCC2)C2CCNCC2)=O ((3aS,7aS)-1-isopropyl-3-piperidin-4-yloctahydro-2H-benzimidazol-2-one). RXN SMILES: [CH:1]([N:4]1[C@H:8]2[CH2:9][CH2:10][CH2:11][CH2:12][C@@H:7]2[N:6]([CH:13]2[CH2:18][CH2:17][N:16](C(OC(C)(C)C)=O)[CH2:15][CH2:14]2)[C:5]1=[O:26])([CH3:3])[CH3:2].Cl>CO>[CH:1]([N:4]1[C@H:8]2[CH2:9][CH2:10][CH2:11][CH2:12][C@@H:7]2[N:6]([CH:13]2[CH2:14][CH2:15][NH:16][CH2:17][CH2:18]2)[C:5]1=[O:26])([CH3:3])[CH3:2]. Procedure details: Tert-butyl 4-[(3aS,7aS)-3-isopropyl-2-oxooctahydro-1H-benzimidazol-1-yl]piperidine-1-carboxylate was dissolved in methanol (20 mL) and 4 M HCl (7 mL) was then added. The mixture was stirred at room temperature and then concentrated in vacuo to provide the title compound. MS (M+1): 266.34 Starting materials: C(C)(C)(C)OC(=O)N[C@H](C(=O)OC)CO ((S)-methyl 2-((tert-butoxycarbonyl)amino)-3-hydroxypropanoate), C1(=CC=CC=C1)P(C1=CC=CC=C1)C1=CC=CC=C1 (triphenylphosphine), N1C=NC=C1 (imidazole), [I-] (iodide). The solvent is C(Cl)Cl (DCM), C(Cl)Cl (DCM). Conditions: temperature 0 celsius, time 0.5 hour. Product: C(C)(C)(C)OC(=O)N[C@H](C(=O)OC)CI ((R)-methyl 2-((tert-butoxycarbonyl)amino)-3-iodopropanoate). The yield is 68.1%. RXN SMILES: C1(P(C2C=CC=CC=2)C2C=CC=CC=2)C=CC=CC=1.N1C=CN=C1.[I-:25].[C:26]([O:30][C:31]([NH:33][C@@H:34]([CH2:39]O)[C:35]([O:37][CH3:38])=[O:36])=[O:32])([CH3:29])([CH3:28])[CH3:27]>C(Cl)Cl>[C:26]([O:30][C:31]([NH:33][C@@H:34]([CH2:39][I:25])[C:35]([O:37][CH3:38])=[O:36])=[O:32])([CH3:29])([CH3:28])[CH3:27]. Procedure details: A mixture of triphenylphosphine (131 g, 0.500 mol) and imidazole (34 g, 0.50 mol) in DCM (600 mL) was cooled to 0° C. and iodide (127 g, 0.50 mol) was added in small portions over 0.5 h. The cooling bath was removed and the mixture was stirred for 0.5 h. After the mixture was re-cooled to 0° C., a solution of (S)-methyl 2-((tert-butoxycarbonyl)amino)-3-hydroxypropanoate (73 g, 0.33 mol) in DCM (300 mL) was added dropwise. After the addition, the cooling bath was removed and the mixture was allow...